Dataset: the Open Reaction Database (ORD), a public repository of structured organic reaction records. Task: describe an organic reaction: reactants, conditions, products, and yield The reactants are NCC1C=2C=CC=C(C2CCC1)OC1=NC=C(C(=O)N)C=C1 (6-(5-aminomethyl-5,6,7,8-tetrahydro-naphtalene-1-yloxy)-nicotinamide), [BH3-]C#N.[Na+] (NaBH3CN), NCC1C=2C=CC=C(C2CCC1)OC1=NC=C(C(=O)N)C=C1 (6-(5-aminomethyl-5,6,7,8-tetrahydro-naphtalene-1-yloxy)-nicotinamide), C1(CCCC1)=O (cyclopentanone). Yields the product C1(CCCC1)NCC1C=2C=CC=C(C2CCC1)OC1=NC=C(C(=O)N)C=C1 (6-(5-Cyclopentylaminomethyl-5,6,7,8-tetrahydro-naphthalen-1-yloxy)-nicotinamide). Yield: 37.5%. Reaction SMILES: [NH2:1][CH2:2][CH:3]1[CH2:12][CH2:11][CH2:10][C:9]2[C:8]([O:13][C:14]3[CH:22]=[CH:21][C:17]([C:18]([NH2:20])=[O:19])=[CH:16][N:15]=3)=[CH:7][CH:6]=[CH:5][C:4]1=2.[C:23]1(=O)[CH2:27][CH2:26][CH2:25][CH2:24]1.[BH3-]C#N.[Na+]>>[CH:23]1([NH:1][CH2:2][CH:3]2[CH2:12][CH2:11][CH2:10][C:9]3[C:8]([O:13][C:14]4[CH:22]=[CH:21][C:17]([C:18]([NH2:20])=[O:19])=[CH:16][N:15]=4)=[CH:7][CH:6]=[CH:5][C:4]2=3)[CH2:27][CH2:26][CH2:25][CH2:24]1 |f:2.3|. Procedure: Using a method similar to Example 204, using 6-(5-aminomethyl-5,6,7,8-tetrahydro-naphthalen-1-yloxy)-nicotinamide (intermediate 20, 297 mg, 1.00 mmol), cyclopentanone (168 mg, 2.00 mmol), and NaBH3CN (125 mg, 2.00 mmol) gives the title compound (137 mg) as a white foam. Mass spectrum (ion spray): m/z=366 (M+1); 1HNMR (CDCl3): 8.56 (s, 1H), 8.15 (d, 1H), 7.22-7.15 (m 2H), 6.93-4.89 (m, 2H), 5.82 (br. s, 2H), 3.11 (m, 1H), 3.02 (m, 1H), 2.92-2.78 (m, 2H), 2.63-2.42 (m, 2H), 1.91-1.50 (m, 10H), 1.3...